Dataset: the Open Reaction Database (ORD), a public repository of structured organic reaction records. Task: describe an organic reaction: reactants, conditions, products, and yield Starting materials: CC(=O)Oc1c(C)c(C)c2c(c1C)C(=O)CC(COc1ccc([N+](=O)[O-])cc1)(CC(C)C)O2, CO, [H][H]. The product is CC(=O)Oc1c(C)c(C)c2c(c1C)C(=O)CC(COc1ccc(N)cc1)(CC(C)C)O2. Reaction SMILES: [C:1]([CH3:2])(=[O:3])[O:4][c:5]1[c:6]([CH3:33])[c:7]2[c:12]([c:13]([CH3:16])[c:14]1[CH3:15])[O:11][C:10]([CH2:17][O:18][c:19]1[cH:20][cH:21][c:22]([N+:25]([O-:26])=[O:27])[cH:23][cH:24]1)([CH2:28][CH:29]([CH3:30])[CH3:31])[CH2:9][C:8]2=[O:32].[CH3:36][OH:37].[H:34][H:35]>>[C:1]([CH3:2])(=[O:3])[O:4][c:5]1[c:6]([CH3:33])[c:7]2[c:12]([c:13]([CH3:16])[c:14]1[CH3:15])[O:11][C:10]([CH2:17][O:18][c:19]1[cH:20][cH:21][c:22]([NH2:25])[cH:23][cH:24]1)([CH2:28][CH:29]([CH3:30])[CH3:31])[CH2:9][C:8]2=[O:32].